Dataset: the Open Reaction Database (ORD), a public repository of structured organic reaction records. Task: describe an organic reaction: reactants, conditions, products, and yield Reactants: CN(C)C=O, COc1cc2nc(Cl)nc(N)c2cc1OC, O=C1CC2(CCCC2)CC(=O)N1C1CCNCC1, [Na+], [Na+], O=C([O-])[O-]. Product: Cl, COc1cc2nc(N3CCC(N4C(=O)CC5(CCCC5)CC4=O)CC3)nc(N)c2cc1OC. Reaction SMILES: [CH3:41][N:42]([CH3:43])[CH:44]=[O:45].[NH2:1][c:2]1[n:3][c:4]([Cl:16])[n:5][c:6]2[cH:7][c:8]([O:14][CH3:15])[c:9]([O:12][CH3:13])[cH:10][c:11]12.[NH:17]1[CH2:18][CH2:19][CH:20]([N:23]2[C:24](=[O:34])[CH2:25][C:26]3([CH2:27][CH2:28][CH2:29][CH2:30]3)[CH2:31][C:32]2=[O:33])[CH2:21][CH2:22]1.[Na+:35].[Na+:36].[O-:37][C:38](=[O:39])[O-:40]>>[ClH:16].[NH2:1][c:2]1[n:3][c:4]([N:17]2[CH2:18][CH2:19][CH:20]([N:23]3[C:24](=[O:34])[CH2:25][C:26]4([CH2:27][CH2:28][CH2:29][CH2:30]4)[CH2:31][C:32]3=[O:33])[CH2:21][CH2:22]2)[n:5][c:6]2[cH:7][c:8]([O:14][CH3:15])[c:9]([O:12][CH3:13])[cH:10][c:11]12. The reactants are N#CC(O)c1cccc(Oc2cccc(F)c2)n1, [Cl-], CC(C)C(Nc1ccc(C(F)(F)F)cc1Cl)C(=O)O. Yields the product CC(C)C(Nc1ccc(C(F)(F)F)cc1Cl)C(=O)OC(C#N)c1cccc(Oc2cccc(F)c2)n1. RXN SMILES: [C:21](#[N:22])[CH:23]([OH:24])[c:25]1[n:26][c:27]([O:31][c:32]2[cH:33][c:34]([F:38])[cH:35][cH:36][cH:37]2)[cH:28][cH:29][cH:30]1.[Cl-:1].[Cl:2][c:3]1[c:4]([NH:13][CH:14]([C:15](=[O:16])[OH:17])[CH:18]([CH3:19])[CH3:20])[cH:5][cH:6][c:7]([C:9]([F:10])([F:11])[F:12])[cH:8]1>>[Cl:2][c:3]1[c:4]([NH:13][CH:14]([C:15](=[O:16])[O:17][CH:23]([C:21]#[N:22])[c:25]2[n:26][c:27]([O:31][c:32]3[cH:33][c:34]([F:38])[cH:35][cH:36][cH:37]3)[cH:28][cH:29][cH:30]2)[CH:18]([CH3:19])[CH3:20])[cH:5][cH:6][c:7]([C:9]([F:10])([F:11])[F:12])[cH:8]1.